Dataset: the Open Reaction Database (ORD), a public repository of structured organic reaction records. Task: describe an organic reaction: reactants, conditions, products, and yield The reactants are [Br-], [Br-], CCC[SiH]1CCC(CCC2CCC(Br)CC2)CC1, CCCc1ccc([Mg+])cc1, CCCCCC1CCC(CCC2CC[SiH](Cl)CC2)CC1, Fc1ccc([Mg+])cc1F. Product: CCCc1ccc(C2CCC(CCC3CC[SiH](CCC)CC3)CC2)cc1. Reaction SMILES: [Br-:19].[Br-:50].[Br:1][CH:2]1[CH2:3][CH2:4][CH:5]([CH2:8][CH2:9][CH:10]2[CH2:11][CH2:12][SiH:13]([CH2:16][CH2:17][CH3:18])[CH2:14][CH2:15]2)[CH2:6][CH2:7]1.[CH2:20]([CH2:21][CH3:22])[c:23]1[cH:24][cH:25][c:26]([Mg+:29])[cH:27][cH:28]1.[Cl:30][SiH:31]1[CH2:32][CH2:33][CH:34]([CH2:35][CH2:36][CH:37]2[CH2:38][CH2:39][CH:40]([CH2:41][CH2:42][CH2:43][CH2:44][CH3:45])[CH2:46][CH2:47]2)[CH2:48][CH2:49]1.[F:51][c:52]1[cH:53][c:54]([Mg+:55])[cH:56][cH:57][c:58]1[F:59]>>[CH:2]1([c:26]2[cH:25][cH:24][c:23]([CH2:20][CH2:21][CH3:22])[cH:28][cH:27]2)[CH2:3][CH2:4][CH:5]([CH2:8][CH2:9][CH:10]2[CH2:11][CH2:12][SiH:13]([CH2:16][CH2:17][CH3:18])[CH2:14][CH2:15]2)[CH2:6][CH2:7]1. The reactants are N1C=CC2=CC=C(C=C12)C1=CC=C(C=C1)O (4-(1H-indol-6-yl)phenol), Cl.BrC1=CC=NC=C1 (4-bromopyridine hydrochloride). Yields the product N1=CC=C(C=C1)N1C=CC2=CC=C(C=C12)C1=CC=C(C=C1)O (4-(1-(pyridin-4-yl)-1H-indol-6-yl)phenol). Reaction SMILES: [NH:1]1[C:9]2[C:4](=[CH:5][CH:6]=[C:7]([C:10]3[CH:15]=[CH:14][C:13]([OH:16])=[CH:12][CH:11]=3)[CH:8]=2)[CH:3]=[CH:2]1.Cl.Br[C:19]1[CH:24]=[CH:23][N:22]=[CH:21][CH:20]=1>>[N:22]1[CH:23]=[CH:24][C:19]([N:1]2[C:9]3[C:4](=[CH:5][CH:6]=[C:7]([C:10]4[CH:15]=[CH:14][C:13]([OH:16])=[CH:12][CH:11]=4)[CH:8]=3)[CH:3]=[CH:2]2)=[CH:20][CH:21]=1 |f:1.2|. Procedure details: The target compound was prepared as in Example 1 using 4-(1H-indol-6-yl)phenol (200 mg, 0.96 mmol) and 4-bromopyridine hydrochloride (205 mg, 1.06 mmol).